From a dataset of the Open Reaction Database (ORD), a public repository of structured organic reaction records. describe an organic reaction: reactants, conditions, products, and yield Reaction SMILES: [CH:1]1([CH2:7][N:8]2[C:16]3[C:11](=[CH:12][CH:13]=[CH:14][C:15]=3[O:17][CH3:18])[C:10]([C:19]3[N:23]=[C:22]([CH2:24]OS(C)(=O)=O)[S:21][N:20]=3)=[CH:9]2)[CH2:6][CH2:5][CH2:4][CH2:3][CH2:2]1.[CH2:30]([NH:32][CH2:33][CH3:34])[CH3:31].[Cl:35]CCl>O1CCCC1>[ClH:35].[CH:1]1([CH2:7][N:8]2[C:16]3[C:11](=[CH:12][CH:13]=[CH:14][C:15]=3[O:17][CH3:18])[C:10]([C:19]3[N:23]=[C:22]([CH2:24][N:32]([CH2:33][CH3:34])[CH2:30][CH3:31])[S:21][N:20]=3)=[CH:9]2)[CH2:6][CH2:5][CH2:4][CH2:3][CH2:2]1 |f:4.5|. Solvent: O1CCCC1 (tetrahydrofuran). Procedure: To a solution of methanesulfonic acid 3-(1-cyclohexylmethyl-7-methoxy-1H-indol-3-yl)-[1,2,4]thiadiazol-5-ylmethyl ester (93 mg, 0.2 mmol) in tetrahydrofuran (1 ml) was added diethylamine (0.22 ml, 2.13 mmol) and the reaction subjected to microwave irradiation at 150° C. for 15 minutes. The reaction was poured into a separating funnel and diluted with dichloromethane (40 ml). The combined organics were washed with 5% aqueous sodium carbonate solution (2×20 ml), brine (2×20 ml), dried over magnesi... Starting materials: C1(CCCCC1)CN1C=C(C2=CC=CC(=C12)OC)C1=NSC(=N1)COS(=O)(=O)C (methanesulfonic acid 3-(1-cyclohexylmethyl-7-methoxy-1H-indol-3-yl)-[1,2,4]thiadiazol-5-ylmethyl ester), C(C)NCC (diethylamine), ClCCl (dichloromethane). Yields the product Cl.C1(CCCCC1)CN1C=C(C2=CC=CC(=C12)OC)C1=NSC(=N1)CN(CC)CC (1-(Cyclohexyl)methyl-3-{5-[(diethylamino)methyl]-[1,2,4]-thiadiazol-3-yl}-7-methoxy-1H-indole, hydrochloride salt). The reactants are OCC(C)[C@H]1CC[C@H]2[C@@H]3CCC4=C(C(CC[C@]4(C)[C@H]3CC[C@]12C)=O)[N+](=O)[O-] (20-hydroxymethyl-4-nitropregn-4-en-3-one), stannous chloride, C([O-])(O)=O.[Na+] (sodium bicarbonate). The solvent is C(C)O (ethanol). Reaction conditions: temperature 70 celsius. The product is NC1=C2CC[C@H]3[C@@H]4CC[C@H](C(C)CO)[C@]4(CC[C@@H]3[C@]2(CCC1=O)C)C (4-amino-20-hydroxymethylpregn-4-en-3-one). As a reaction SMILES: [OH:1][CH2:2][CH:3]([C@@H:5]1[C@:22]2([CH3:23])[C@H:8]([C@H:9]3[C@H:19]([CH2:20][CH2:21]2)[C@:17]2([CH3:18])[C:12](=[C:13]([N+:25]([O-])=O)[C:14](=[O:24])[CH2:15][CH2:16]2)[CH2:11][CH2:10]3)[CH2:7][CH2:6]1)[CH3:4].C(=O)(O)[O-].[Na+]>C(O)C>[NH2:25][C:13]1[C:14](=[O:24])[CH2:15][CH2:16][C@@:17]2([CH3:18])[C:12]=1[CH2:11][CH2:10][C@@H:9]1[C@@H:19]2[CH2:20][CH2:21][C@@:22]2([CH3:23])[C@H:8]1[CH2:7][CH2:6][C@@H:5]2[CH:3]([CH2:2][OH:1])[CH3:4] |f:1.2|. Reported procedure: A solution of 20-hydroxymethyl-4-nitropregn-4-en-3-one (0.52 g, 1.38 ml) in absolute ethanol (4.8 mL) is combined with stannous chloride (2.1 g) added in one portion and then heated to 70° C. for 6 hours. The reaction vessel is then cooled to room temperature and the solution is carefully neutralized with sodium bicarbonate (9 g) over a 10 minute period. The resulting slurry is then filtered, removing a brown solid which is then stirred in 10% hydrofluoric acid (25 mL) and ethyl acetate (25 mL).... Reactants: CS(=O)(=O)N (methanesulfonamide), [H-].[Na+] (sodium hydride), FC1=C(C=2CC(C(NC2C=C1)C1=CC(=CC=C1)N1CCOCC1)(C)C)C(=O)O (6-fluoro-3,3-dimethyl-2-(3-morpholin-4-yl-phenyl)-1,2,3,4-tetrahydro-quinoline-5-carboxylic acid), C(=O)(N1C=NC=C1)N1C=NC=C1 (1,1′-carbonyldiimidazole), [H-].[Na+] (sodium hydride), CS(=O)(=O)N (methanesulfonamide). The solvent is CN(C=O)C (N,N-dimethylformamide), CN(C=O)C (N,N-dimethylformamide), CN(C=O)C (N,N-dimethylformamide). Run at temperature 25 celsius, time 1 hour. Product: FC1=C(C=2CC(C(NC2C=C1)C1=CC(=CC=C1)N1CCOCC1)(C)C)C(=O)NS(=O)(=O)C (N-[6-fluoro-3,3-dimethyl-2-(3-morpholin-4-yl-phenyl)-1,2,3,4-tetrahydro-quinoline-5-carbonyl]-methanesulfonamide). Isolated yield 30.0%. As a reaction SMILES: [H-].[Na+].[CH3:3][S:4]([NH2:7])(=[O:6])=[O:5].[F:8][C:9]1[CH:18]=[CH:17][C:16]2[NH:15][CH:14]([C:19]3[CH:24]=[CH:23][CH:22]=[C:21]([N:25]4[CH2:30][CH2:29][O:28][CH2:27][CH2:26]4)[CH:20]=3)[C:13]([CH3:32])([CH3:31])[CH2:12][C:11]=2[C:10]=1[C:33](O)=[O:34].C(N1C=CN=C1)(N1C=CN=C1)=O>CN(C)C=O>[F:8][C:9]1[CH:18]=[CH:17][C:16]2[NH:15][CH:14]([C:19]3[CH:24]=[CH:23][CH:22]=[C:21]([N:25]4[CH2:26][CH2:27][O:28][CH2:29][CH2:30]4)[CH:20]=3)[C:13]([CH3:31])([CH3:32])[CH2:12][C:11]=2[C:10]=1[C:33]([NH:7][S:4]([CH3:3])(=[O:6])=[O:5])=[O:34] |f:0.1|. Procedure details: To a suspension of 60% sodium hydride (102 mg, 2.5 mmol) in N,N-dimethylformamide (2.5 mL) was added methanesulfonamide (247 mg, 2.6 mmol) at room temperature. The resulting mixture was stirred at 25° C. for 1 h. A solution of 6-fluoro-3,3-dimethyl-2-(3-morpholin-4-yl-phenyl)-1,2,3,4-tetrahydro-quinoline-5-carboxylic acid (100 mg, 0.26 mmol) and 1,1′-carbonyldiimidazole (106 mg, 0.65 mmol) in N,N-dimethylformamide (2.0 mL) was stirred at 70° C. After stirring at 70° C. for 1 h, the above suspens... The reactants are COC1=C(C(=C2C(OCC2=C1C)=O)OCOCCOC)CCC(C[C@@H](C(=O)N1C(OC[C@H]1C(C)C)=O)C)C (3-[6-(1,3-dihydro-6-methoxy-4-methoxyethoxymethoxy-7-methyl-3-oxoisobenzofuran-5-yl)-2-(S),4-dimethylhexanoyl)-4-(R)-isopropyl-2-oxazolidinone), C(C)(C)[N-]C(C)C.[Li+] (lithium diisopropylamide), [NH4+].[Cl-] (NH4Cl), CHCl2 EtOAc, C(C(C)C)(=O)OCC (ethyl isobutyrate). Solvent: C1CCOC1 (THF), CN(C)P(=O)(N(C)C)N(C)C (HMPA). Run at temperature -78 celsius, time 40 minute. Product: COCCOCOC1=C2C(OCC2=C(C(=C1C/C=C(/CC(C(=O)OCC)(C)C)\C)OC)C)=O (ethyl (E) 6-(4-methoxyethoxymethoxy-1,3-dihydro-6-methoxy-7-methyl-3-oxoisobenzofuran-5-yl)-2,2,4-trimethyl-4-hexenoate). The yield is 74.0%. RXN SMILES: C([N-]C(C)C)(C)C.[Li+].[C:9]([O:14][CH2:15][CH3:16])(=[O:13])C(C)C.[CH3:17][O:18][C:19]1[C:27]([CH3:28])=[C:26]2[C:22]([C:23](=[O:29])[O:24][CH2:25]2)=[C:21]([O:30][CH2:31][O:32][CH2:33][CH2:34][O:35][CH3:36])[C:20]=1[CH2:37][CH2:38][CH:39]([CH3:54])[CH2:40][C@H:41]([CH3:53])[C:42](N1[C@H](C(C)C)COC1=O)=O.[NH4+].[Cl-]>C1COCC1.CN(P(N(C)C)(N(C)C)=O)C>[CH3:36][O:35][CH2:34][CH2:33][O:32][CH2:31][O:30][C:21]1[C:20]([CH2:37]/[CH:38]=[C:39](\[CH3:54])/[CH2:40][C:41]([CH3:53])([CH3:42])[C:9]([O:14][CH2:15][CH3:16])=[O:13])=[C:19]([O:18][CH3:17])[C:27]([CH3:28])=[C:26]2[C:22]=1[C:23](=[O:29])[O:24][CH2:25]2 |f:0.1,4.5|. Procedure details: A freshly prepared solution of lithium diisopropylamide (2.8 mmol/10 ml THF) was cooled to -78° C. and ethyl isobutyrate (0.75 ml) was added slowly. The solution was stirred at -78° C. for 40 minutes and then a solution of (E) 4-(1,3-dihydro-6-methoxy-4-methoxyethoxymethoxy-7-methyl-3-oxoisobenzofuran-5-yl)-2-methylbut-2-enyl bromide (0.6 g) in THF (2 ml) and HMPA (1.5 ml) was added via syringe at such rate that the temperature was maintained below -60° C. After stirring for 30 minutes at -78° C... The reactants are ice, [Cl-].[Al+3].[Cl-].[Cl-] (aluminum chloride), ClC1=C(C=CC=C1Cl)OC (2,3-dichloroanisole), C1(CCC(=O)O1)=O (succinic anhydride). The solvent is C(Cl)Cl (methylene chloride). Reaction conditions: temperature 0 celsius, time 2 hour. Yields the product ClC1=C(C(=O)CCC(=O)O)C=CC(=C1Cl)OC (3-(2,3-dichloro-4-methoxybenzoyl)propionic acid). Yield: 45.1%. Reaction SMILES: [Cl-].[Al+3].[Cl-].[Cl-].[Cl:5][C:6]1[C:11]([Cl:12])=[CH:10][CH:9]=[CH:8][C:7]=1[O:13][CH3:14].[C:15]1(=[O:21])[O:20][C:18](=[O:19])[CH2:17][CH2:16]1>C(Cl)Cl>[Cl:12][C:11]1[C:6]([Cl:5])=[C:7]([O:13][CH3:14])[CH:8]=[CH:9][C:10]=1[C:15]([CH2:16][CH2:17][C:18]([OH:20])=[O:19])=[O:21] |f:0.1.2.3|. Procedure details: Powdered aluminum chloride (270 g., 2 moles) is added slowly at 0° C. to a stirred mixture of 2,3-dichloroanisole (177 g., 1.0 mole) and succinic anhydride (100 g., 1.0 mole) in methylene chloride (800 ml.). The mixture then is stirred at 0° C. for two hours, then at 20°-25° C. for 16 hours and then refluxed for one hour and poured into ice cold 1 N HCl (2.4 l.). The aqueous mixture is heated to 65° C. and allowed to cool to 20° C. The sticky solid that separates is triturated with warm butyl ch... Reactants: FC1=CC2=C(CCC3CC(N(N=C23)C2=CC=C(C=C2)O)=O)C=C1 (9-fluoro-2-(4-hydroxyphenyl)-4,4a,5,6-tetrahydrobenzo[h]cinnolin-3(2H)-one), CC(CN(C)C)Cl (1-methyl-2-dimethylaminoethyl chloride), C(\C=C\C(=O)[O-])(=O)[O-] (fumarate). Yields the product FC1=CC2=C(CCC3CC(N(N=C23)C2=CC=C(C=C2)OC(CN(C)C)C)=O)C=C1 (9-fluoro-2-[4-(1-methyl-2-dimethylaminoethoxy)phenyl]-4,4a,5,6-tetrahydrobenzo[h]cinnolin-3(2H)-one). As a reaction SMILES: [F:1][C:2]1[CH:23]=[CH:22][C:5]2[CH2:6][CH2:7][CH:8]3[C:13]([C:4]=2[CH:3]=1)=[N:12][N:11]([C:14]1[CH:19]=[CH:18][C:17]([OH:20])=[CH:16][CH:15]=1)[C:10](=[O:21])[CH2:9]3.[CH3:24][CH:25](Cl)[CH2:26][N:27]([CH3:29])[CH3:28].C([O-])(=O)/C=C/C([O-])=O>>[F:1][C:2]1[CH:23]=[CH:22][C:5]2[CH2:6][CH2:7][CH:8]3[C:13]([C:4]=2[CH:3]=1)=[N:12][N:11]([C:14]1[CH:19]=[CH:18][C:17]([O:20][CH:25]([CH3:24])[CH2:26][N:27]([CH3:29])[CH3:28])=[CH:16][CH:15]=1)[C:10](=[O:21])[CH2:9]3. Procedure details: By conducting reactions and treatments in the same manner as in Example 1 using 9-fluoro-2-(4-hydroxyphenyl)-4,4a,5,6-tetrahydrobenzo[h]cinnolin-3(2H)-one and 1-methyl-2-dimethylaminoethyl chloride, there are obtained crude crystals, which are subjected to silica gel column chromatography. The crystals obtained from fractions at earlier stage are converted into fumarate, followed by recrystallization from ethanol to give 9-fluoro-2-[4-(1-methyl-2-dimethylaminoethoxy)phenyl]-4,4a,5,6-tetrahydrobe...